Task: describe an organic reaction: reactants, conditions, products, and yield. Dataset: the Open Reaction Database (ORD), a public repository of structured organic reaction records Starting materials: Cl, Cl, NCc1ccccc1CC(=O)O, [Na+], [OH-], O, Cc1ccc(S(=O)(=O)Cl)cc1. The product is Cc1ccc(S(=O)(=O)NCc2ccccc2CC(=O)O)cc1. As a reaction SMILES: [ClH:1].[ClH:27].[NH2:2][CH2:3][c:4]1[c:5]([CH2:10][C:11](=[O:12])[OH:13])[cH:6][cH:7][cH:8][cH:9]1.[Na+:15].[OH-:14].[OH2:28].[c:16]1([CH3:26])[cH:17][cH:18][c:19]([S:22](=[O:23])(=[O:24])[Cl:25])[cH:20][cH:21]1>>[NH:2]([CH2:3][c:4]1[c:5]([CH2:10][C:11](=[O:12])[OH:13])[cH:6][cH:7][cH:8][cH:9]1)[S:22]([c:19]1[cH:18][cH:17][c:16]([CH3:26])[cH:21][cH:20]1)(=[O:23])=[O:24]. Starting materials: CN(\C(\C)=N\C(=O)C1=CN2CCOC3=C(C2=N1)C=CC(=C3)Br)C (8-Bromo-4,5-dihydro-6-oxa-1,3a-diaza-benzo[e]azulene-2-carboxylic acid [1-dimethylamino-eth-(E)-ylidene]-amide), Cl.FC1=C(C=CC(=C1)F)NN (2,4-Difluorophenylhydrazine hydrochloride). Solvent: C(C)(=O)O (Acetic acid). Run at temperature 95 celsius, time 8 hour. The product is BrC1=CC2=C(C3=NC(=CN3CCO2)C=2N(N=C(N2)C)C2=C(C=C(C=C2)F)F)C=C1 (8-Bromo-2-[2-(2,4-difluoro-phenyl)-5-methyl-2H-[1,2,4]triazol-3-yl]-4,5-dihydro-6-oxa-1,3a-diaza-benzo[e]azulene). The yield is 49.3%. Reaction SMILES: C[N:2](C)/[C:3](=[N:5]/[C:6]([C:8]1[N:17]=[C:16]2[N:10]([CH2:11][CH2:12][O:13][C:14]3[CH:21]=[C:20]([Br:22])[CH:19]=[CH:18][C:15]=32)[CH:9]=1)=O)/[CH3:4].Cl.[F:25][C:26]1[CH:31]=[C:30]([F:32])[CH:29]=[CH:28][C:27]=1[NH:33]N>C(O)(=O)C>[Br:22][C:20]1[CH:19]=[CH:18][C:15]2[C:16]3[N:10]([CH2:11][CH2:12][O:13][C:14]=2[CH:21]=1)[CH:9]=[C:8]([C:6]1[N:33]([C:27]2[CH:28]=[CH:29][C:30]([F:32])=[CH:31][C:26]=2[F:25])[N:2]=[C:3]([CH3:4])[N:5]=1)[N:17]=3 |f:1.2|. Procedure: 8-Bromo-4,5-dihydro-6-oxa-1,3a-diaza-benzo[e]azulene-2-carboxylic acid [1-dimethylamino-eth-(E)-ylidene]-amide (0.0162 mol) was dissolved in Acetic acid (50 mL). 2,4-Difluorophenylhydrazine hydrochloride (3.52 g, 0.0195 mol) was added and the reaction was stirred at 95° C. overnight. The acetic acid was removed in vacuo. The crude was loaded as a solid onto silica gel and purified by flash chromatography (4-10% methanol in methylene chloride) to afford 3.662 g 8-Bromo-2-[2-(2,4-difluoro-phenyl)-... The reactants are Example 6, ClC1=CC=C(C=O)C=C1 (4-Chlorobenzaldehyde), OC1=C(C=CC=C1)C(CN1N=CN=C1)=O (2'-hydroxy-2-(1,2,4-triazol-1-yl)acetophenone), ice water. Run in CN(C=O)C (dimethylformamide). Conditions: temperature 90 celsius, time 24 hour. Product: ClC1=CC=C(C=C1)C1OC2=C(C(C1N1N=CN=C1)=O)C=CC=C2 (2-(4-chlorophenyl)-2,3-dihydro-3-(1,2,4-triazol-1-yl)-benzopyran-4-one), Compound 15. RXN SMILES: [Cl:1][C:2]1[CH:9]=[CH:8][C:5]([CH:6]=[O:7])=[CH:4][CH:3]=1.O[C:11]1[CH:16]=[CH:15][CH:14]=[CH:13][C:12]=1[C:17](=[O:24])[CH2:18][N:19]1[CH:23]=[N:22][CH:21]=[N:20]1>CN(C)C=O>[Cl:1][C:2]1[CH:9]=[CH:8][C:5]([CH:6]2[CH:18]([N:19]3[CH:23]=[N:22][CH:21]=[N:20]3)[C:17](=[O:24])[C:12]3[CH:11]=[CH:16][CH:15]=[CH:14][C:13]=3[O:7]2)=[CH:4][CH:3]=1. Procedure details: 4-Chlorobenzaldehyde (1.18 g) was added to 2'-hydroxy-2-(1,2,4-triazol-1-yl)acetophenone, obtained in Example 6 (1.7 g), in dry dimethylformamide (20 ml). The mixture was stirred at 90° C. for 24 hours. It was then poured into ice/water, extracted with dichloromethane and the extract dried and evaporated. The residual oil was triturated with diisopropyl ether to give 2-(4-chlorophenyl)-2,3-dihydro-3-(1,2,4-triazol-1-yl)-benzopyran-4-one, m.p. 140°-141° C. (Compound 15). The reactants are ClC=1C=CC2=C([C@H](O[C@@H](C(N2CC(CN(C)C)(C)C)=O)CC(=O)O)C2=CC=CC3=CC=CC=C23)C1 (Trans-7-chloro-5-(1 -naphthyl)-1 -(2,2-dimethyl-3-dimethylamino-propyl)-2-oxo-1,2,3,5-tetrahydro-4,1-benzoxazepine-3-acetic acid), C(=O)(N1C=NC=C1)N1C=NC=C1 (1,1'-carbonyldiimidazole), C([O-])(O)=O.[NH4+] (ammonium bicarbonate). Solvent: C(C)O (ethanol), CN(C=O)C (dimethylformamide). Conditions: time 1 hour. The product is ClC=1C=CC2=C([C@H](O[C@@H](C(N2CC(CN(C)C)(C)C)=O)CC(=O)N)C2=CC=CC3=CC=CC=C23)C1 (Trans-7-chloro-5-(1-naphthyl)-1-(2,2-dimethyl-3-dimethylamino-propyl)-2-oxo-1,2,3,5-tetrahydro-4,1 -benzoxazepine-3-acetamide). Yield: 36.2%. RXN SMILES: [Cl:1][C:2]1[CH:3]=[CH:4][C:5]2[N:11]([CH2:12][C:13]([CH3:19])([CH3:18])[CH2:14][N:15]([CH3:17])[CH3:16])[C:10](=[O:20])[C@@H:9]([CH2:21][C:22](O)=[O:23])[O:8][C@H:7]([C:25]3[C:34]4[C:29](=[CH:30][CH:31]=[CH:32][CH:33]=4)[CH:28]=[CH:27][CH:26]=3)[C:6]=2[CH:35]=1.C(N1C=CN=C1)([N:38]1C=CN=C1)=O.C(=O)(O)[O-].[NH4+]>CN(C)C=O.C(O)C>[Cl:1][C:2]1[CH:3]=[CH:4][C:5]2[N:11]([CH2:12][C:13]([CH3:19])([CH3:18])[CH2:14][N:15]([CH3:17])[CH3:16])[C:10](=[O:20])[C@@H:9]([CH2:21][C:22]([NH2:38])=[O:23])[O:8][C@H:7]([C:25]3[C:34]4[C:29](=[CH:30][CH:31]=[CH:32][CH:33]=4)[CH:28]=[CH:27][CH:26]=3)[C:6]=2[CH:35]=1 |f:2.3|. Procedure details: Trans-7-chloro-5-(1 -naphthyl)-1 -(2,2-dimethyl-3-dimethylamino-propyl)-2-oxo-1,2,3,5-tetrahydro-4,1-benzoxazepine-3-acetic acid (1.16 g, 2.35 mmol) and 1,1'-carbonyldiimidazole (1.91 g, 11.8 mmol) were dissolved in dimethylformamide (75 ml). Stirring for 1 h at room temperature was followed by addition of ammonium bicarbonate (1.86 g, 23.5 mmol) in one portion to the reaction mixture, which was stirred for further 18 hours at room temperature. The solvent was concentrated under reduced pressure... Reactants: CC1=NC2=CC=C3C(=C2C(=C1)O)NC(=N3)C3=CC=CC=C3 (7-Methyl-2-phenyl-9-imidazo[4,5-f]quinolinol), ice, crude product, O=P(Cl)(Cl)Cl (POCl3), CN(C=O)C (dimethylformamide). The solvent is CO (MeOH). Run at time 8 hour. The product is ClC1=CC(=NC2=CC=C3C(=C12)NC(=N3)C3=CC=CC=C3)C (9-Chloro-7-methyl-2-phenylimidazo[4,5-f]quinoline). As a reaction SMILES: [CH3:1][C:2]1[CH:11]=[C:10](O)[C:9]2[C:4](=[CH:5][CH:6]=[C:7]3[N:15]=[C:14]([C:16]4[CH:21]=[CH:20][CH:19]=[CH:18][CH:17]=4)[NH:13][C:8]3=2)[N:3]=1.O=P(Cl)(Cl)[Cl:24].CN(C)C=O>CO>[Cl:24][C:10]1[C:9]2[C:4](=[CH:5][CH:6]=[C:7]3[N:15]=[C:14]([C:16]4[CH:21]=[CH:20][CH:19]=[CH:18][CH:17]=4)[NH:13][C:8]3=2)[N:3]=[C:2]([CH3:1])[CH:11]=1. Procedure: To a mixture of 88 g. (0.32 m.) of 7-methyl-2-phenyl-9-imidazo[4,5-f]quinolinol (Example V D above) and 293 ml. (481 g. 3.2 m.) of POCl3 is added slowly 586 ml. of dimethylformamide. Following the completion of the addition, stirring is continued overnight at room temperature. It is then poured into 4 liters of ice. The crude product is precipitated by the addition of 1200 ml. of conc. NH4OH to pH 8.0. It is collected by filtration, washed with H2O and air-dried to give 154 g. m.p. 136°-250° C.,... Reactants: FC1=CC=C(C=C1)C(CC=1NC=C(N1)C(C)C)=O (1-(4-Fluorophenyl)-2-(4-isopropyl-1H-imidazol-2-yl)ethanone), C(C#C)(=O)O (propiolic acid), N1(C=NC=C1)C(=O)N1C=NC=C1 (1-(1H-imidazol-1-yl-carbonyl)-1H-imidazole). Yields the product FC1=CC=C(C(=O)C2=C3N(C(C=C2)=O)C=C(N3)C(C)C)C=C1 (8-(4-Fluorobenzoyl)-2-isopropylimidazo[1,2-a]pyridin-5(1H)-one). Reaction SMILES: [F:1][C:2]1[CH:7]=[CH:6][C:5]([C:8](=[O:18])[CH2:9][C:10]2[NH:11][CH:12]=[C:13]([CH:15]([CH3:17])[CH3:16])[N:14]=2)=[CH:4][CH:3]=1.[C:19](O)(=[O:22])[C:20]#[CH:21].N1(C(N2C=CN=C2)=O)C=CN=C1>>[F:1][C:2]1[CH:7]=[CH:6][C:5]([C:8]([C:9]2[CH:21]=[CH:20][C:19](=[O:22])[N:11]3[CH:12]=[C:13]([CH:15]([CH3:16])[CH3:17])[NH:14][C:10]=23)=[O:18])=[CH:4][CH:3]=1. Procedure details: The compound is prepared as described in example 10 with 65 mg (0.26 mmol) of 1-(4-fluorophenyl)-2-(4-isopropyl-1H-imidazol-2-yl)ethanone (example XXX), 27.7 mg (0.40 mmol) of propiolic acid and 77 mg (0.48 mmol) of 1-(1H-imidazol-1-yl-carbonyl)-1H-imidazole.